This data is from the Open Reaction Database (ORD), a public repository of structured organic reaction records. The task is: describe an organic reaction: reactants, conditions, products, and yield Reactants: C1(CC1)N1N=CC2=CC(=CC=C12)C(=O)OC (Methyl 1-cyclopropyl-1H-indazole-5-carboxylate), [H-].[H-].[H-].[H-].[Li+].[Al+3] (LiAlH4). Procedure details: To a stirred solution of methyl 1-cyclopropyl-1H-indazole-5-carboxylate (400 mg, 1.8 mmol, step-1 of Example 28) in THF (15 mL) was added LiAlH4 (70 mg, 1.8 mmol) at 0° C. The reaction mixture was stirred for 1 hr at room temperature, and quenched with saturated aqueous NH4Cl (20 mL). The mixture was diluted with DCM (80 mL), dried over Na2SO4, filtered through a pad of Celite (registered trademark) the filtrate was concentrated to give 386 mg (quant.) of the titled compound as pale yellow oil. As a reaction SMILES: [CH:1]1([N:4]2[C:12]3[C:7](=[CH:8][C:9]([C:13](OC)=[O:14])=[CH:10][CH:11]=3)[CH:6]=[N:5]2)[CH2:3][CH2:2]1.[H-].[H-].[H-].[H-].[Li+].[Al+3]>C1COCC1>[CH:1]1([N:4]2[C:12]3[C:7](=[CH:8][C:9]([CH2:13][OH:14])=[CH:10][CH:11]=3)[CH:6]=[N:5]2)[CH2:3][CH2:2]1 |f:1.2.3.4.5.6|. Run at time 1 hour. Yields the product C1(CC1)N1N=CC2=CC(=CC=C12)CO ((1-Cyclopropyl-1H-indazol-5-yl) methanol). Run in C1CCOC1 (THF). Reactants: C(C1=CC=CC=C1)(C1=CC=CC=C1)N1CC(C1)=C(C1=CC(=CC=C1)[N+](=O)[O-])S(=O)(=O)C (1-benzhydryl-3-[(methylsulfonyl)(3-nitrophenyl)methylene]azetidine), Cl (hydrochloric acid). The reagents and catalysts are [Fe] (iron). Run in C(C)O (ethanol), O1CCCC1 (tetrahydrofuran). The product is NC=1C=C(C=CC1)C(S(=O)(=O)C)=C1CN(C1)C(C1=CC=CC=C1)C1=CC=CC=C1 (3-[(3-aminophenyl)(methylsulfonyl)methylene]-1-benzhydrylazetidine). Isolated yield 53.7%. RXN SMILES: [CH:1]([N:14]1[CH2:17][C:16](=[C:18]([S:28]([CH3:31])(=[O:30])=[O:29])[C:19]2[CH:24]=[CH:23][CH:22]=[C:21]([N+:25]([O-])=O)[CH:20]=2)[CH2:15]1)([C:8]1[CH:13]=[CH:12][CH:11]=[CH:10][CH:9]=1)[C:2]1[CH:7]=[CH:6][CH:5]=[CH:4][CH:3]=1.Cl>C(O)C.O1CCCC1.[Fe]>[NH2:25][C:21]1[CH:20]=[C:19]([C:18](=[C:16]2[CH2:15][N:14]([CH:1]([C:2]3[CH:3]=[CH:4][CH:5]=[CH:6][CH:7]=3)[C:8]3[CH:9]=[CH:10][CH:11]=[CH:12][CH:13]=3)[CH2:17]2)[S:28]([CH3:31])(=[O:30])=[O:29])[CH:24]=[CH:23][CH:22]=1. Procedure details: A mixture of 0.34 g of 1-benzhydryl-3-[(methylsulfonyl)(3-nitrophenyl)methylene]azetidine, 16 cm3 of 1 N hydrochloric acid in 8 cm3 of ethanol and 16 cm3 of tetrahydrofuran is heated under reflux. 0.17 g of iron powder is added and the reflux is maintained for 3 hours. The mixture is then cooled to room temperature and the insoluble matter is filtered off. The solution is taken up in 10 cm3 of 1 N sodium hydroxide and 50 cm3 of a saturated aqueous sodium chloride solution. The aqueous phase is e...